Dataset: the Open Reaction Database (ORD), a public repository of structured organic reaction records. Task: describe an organic reaction: reactants, conditions, products, and yield The reactants are CC1C(c2cc(C(F)(F)F)cc([N+](=O)[O-])c2I)OC(=O)N1Cc1cc(C(F)(F)F)cc(C(F)(F)F)c1, COc1cc(F)c(C(C)C)cc1B(O)O. Yields the product COc1cc(F)c(C(C)C)cc1-c1c(C2OC(=O)N(Cc3cc(C(F)(F)F)cc(C(F)(F)F)c3)C2C)cc(C(F)(F)F)cc1[N+](=O)[O-]. As a reaction SMILES: [F:1][C:2]([c:3]1[cH:4][c:5]([CH2:6][N:7]2[C:8](=[O:27])[O:9][CH:10]([c:13]3[c:14]([I:26])[c:15]([N+:23](=[O:24])[O-:25])[cH:16][c:17]([C:19]([F:20])([F:21])[F:22])[cH:18]3)[CH:11]2[CH3:12])[cH:28][c:29]([C:31]([F:32])([F:33])[F:34])[cH:30]1)([F:35])[F:36].[F:37][c:38]1[cH:39][c:40]([O:50][CH3:51])[c:41]([B:47]([OH:48])[OH:49])[cH:42][c:43]1[CH:44]([CH3:45])[CH3:46]>>[F:1][C:2]([c:3]1[cH:4][c:5]([CH2:6][N:7]2[C:8](=[O:27])[O:9][CH:10]([c:13]3[c:14](-[c:41]4[c:40]([O:50][CH3:51])[cH:39][c:38]([F:37])[c:43]([CH:44]([CH3:45])[CH3:46])[cH:42]4)[c:15]([N+:23](=[O:24])[O-:25])[cH:16][c:17]([C:19]([F:20])([F:21])[F:22])[cH:18]3)[CH:11]2[CH3:12])[cH:28][c:29]([C:31]([F:32])([F:33])[F:34])[cH:30]1)([F:35])[F:36]. The reactants are FC(C(=O)N1CCC2=C(CC1)C=CC(=C2)C#N)(F)F (3-Trifluoracetyl-7-cyano-2,3,4,5-tetrahydro-1H-3-benzazepine), C(=O)O (formic acid). The reagents and catalysts are [Al].[Ni] (nickel-aluminium). The product is FC(C(=O)N1CCC2=C(CC1)C=CC(=C2)C=O)(F)F (3-trifluoracetyl-2,3,4,5-tetrahydro-1H-3-benzazepine-7-carbaldehyde). As a reaction SMILES: [F:1][C:2]([F:19])([F:18])[C:3]([N:5]1[CH2:11][CH2:10][C:9]2[CH:12]=[CH:13][C:14]([C:16]#N)=[CH:15][C:8]=2[CH2:7][CH2:6]1)=[O:4].C(O)=[O:21]>[Al].[Ni]>[F:1][C:2]([F:19])([F:18])[C:3]([N:5]1[CH2:11][CH2:10][C:9]2[CH:12]=[CH:13][C:14]([CH:16]=[O:21])=[CH:15][C:8]=2[CH2:7][CH2:6]1)=[O:4] |f:2.3|. Procedure details: 3-Trifluoracetyl-7-cyano-2,3,4,5-tetrahydro-1H-3-benzazepine (20.3 g) and nickel-aluminium alloy (35.5 g) in 75% aq. formic acid (400 ml) were heated at 80° C. for 3 h. The reaction was allowed to cool, filtered and the filtrate extracted with ethyl acetate. The combined organic layers were washed with saturated sodium bicarbonate solution, dried and evaporated to give 3-trifluoracetyl-2,3,4,5-tetrahydro-1H-3-benzazepine-7-carbaldehyde (20.0 g) as a yellow oil. The product is CCNC(=O)Nc1cc(C(C)(C)C)c2c(c1)C(C)(C)CO2. RXN SMILES: [CH2:1]([CH3:2])[N:3]=[C:4]=[O:5].[CH3:22][CH2:23][O:24][CH2:25][CH3:26].[NH2:6][c:7]1[cH:8][c:9]([C:18]([CH3:19])([CH3:20])[CH3:21])[c:10]2[c:11]([cH:17]1)[C:12]([CH3:15])([CH3:16])[CH2:13][O:14]2>>[CH2:1]([CH3:2])[NH:3][C:4](=[O:5])[NH:6][c:7]1[cH:8][c:9]([C:18]([CH3:19])([CH3:20])[CH3:21])[c:10]2[c:11]([cH:17]1)[C:12]([CH3:15])([CH3:16])[CH2:13][O:14]2. Starting materials: CCN=C=O, CCOCC, CC(C)(C)c1cc(N)cc2c1OCC2(C)C. Reactants: C(C)(C)(C)OC(=O)N1[C@@H](C[C@@H](C1)C)C=1NC=C(N1)C1=CC=C(C=C1)C1=CC=C(C=C1)B1OC(C(O1)(C)C)(C)C ((2S,4S)-4-methyl-2-{4-[4′-(4,4,5,5-tetramethyl-[1,3,2]dioxaborolan-2-yl)-biphenyl-4-yl]-1H-imidazol-2-yl}-pyrrolidine-1-carboxylic acid tert-butyl ester), IC1=CC2=C(NC(=N2)[C@H]2N(C[C@H](C2)C)C([C@H](C(C)C)NC(OC)=O)=O)C=C1 (methyl ((S)-1-((2S,4S)-2-(5-iodo-1H-benzo[d]imidazol-2-yl)-4-methylpyrrolidin-1-yl)-3-methyl-1-oxobutan-2-yl)carbamate), Pd(DPPF)(Cl)2, C(Cl)Cl (CH2Cl2), C(=O)(O)[O-].[Na+] (NaHCO3). Run in CC(C)O (2-propanol). Conditions: temperature 80 celsius. Product: C(C)(C)(C)OC(=O)N1[C@@H](C[C@@H](C1)C)C=1NC=C(N1)C1=CC=C(C=C1)C1=CC=C(C=C1)C1=CC2=C(NC(=N2)[C@H]2N(C[C@H](C2)C)C([C@H](C(C)C)NC(=O)OC)=O)C=C1 ((2S,4S)-2-[4-(4′-{2-[(2S,4S)-1-((S)-2-methoxycarbonylamino-3-methyl-butyryl)-4-methyl-pyrrolidin-2-yl]-1H-benzoimidazol-5-yl}-biphenyl-4-yl)-1H-imidazol-2-yl]-4-methyl-pyrrolidine-1-carboxylic acid tert-butyl ester). The yield is 37.9%. Reaction SMILES: [C:1]([O:5][C:6]([N:8]1[CH2:12][C@@H:11]([CH3:13])[CH2:10][C@H:9]1[C:14]1[NH:15][CH:16]=[C:17]([C:19]2[CH:24]=[CH:23][C:22]([C:25]3[CH:30]=[CH:29][C:28](B4OC(C)(C)C(C)(C)O4)=[CH:27][CH:26]=3)=[CH:21][CH:20]=2)[N:18]=1)=[O:7])([CH3:4])([CH3:3])[CH3:2].I[C:41]1[CH:66]=[CH:65][C:44]2[NH:45][C:46]([C@@H:48]3[CH2:52][C@H:51]([CH3:53])[CH2:50][N:49]3[C:54](=[O:64])[C@@H:55]([NH:59][C:60](=[O:63])[O:61][CH3:62])[CH:56]([CH3:58])[CH3:57])=[N:47][C:43]=2[CH:42]=1.C(Cl)Cl.C([O-])(O)=O.[Na+]>CC(O)C>[C:1]([O:5][C:6]([N:8]1[CH2:12][C@@H:11]([CH3:13])[CH2:10][C@H:9]1[C:14]1[NH:15][CH:16]=[C:17]([C:19]2[CH:20]=[CH:21][C:22]([C:25]3[CH:30]=[CH:29][C:28]([C:41]4[CH:66]=[CH:65][C:44]5[NH:45][C:46]([C@@H:48]6[CH2:52][C@H:51]([CH3:53])[CH2:50][N:49]6[C:54](=[O:64])[C@@H:55]([NH:59][C:60]([O:61][CH3:62])=[O:63])[CH:56]([CH3:57])[CH3:58])=[N:47][C:43]=5[CH:42]=4)=[CH:27][CH:26]=3)=[CH:23][CH:24]=2)[N:18]=1)=[O:7])([CH3:2])([CH3:3])[CH3:4] |f:3.4|. Procedure details: To a suspension of (2S,4S)-4-methyl-2-{4-[4′-(4,4,5,5-tetramethyl-[1,3,2]dioxaborolan-2-yl)-biphenyl-4-yl]-1H-imidazol-2-yl}-pyrrolidine-1-carboxylic acid tert-butyl ester (138 mg, 0.2606 mmol), methyl ((S)-1-((2S,4S)-2-(5-iodo-1H-benzo[d]imidazol-2-yl)-4-methylpyrrolidin-1-yl)-3-methyl-1-oxobutan-2-yl)carbamate (126.2 mg, 0.2606 mmol), Pd(DPPF)(Cl)2.CH2Cl2 (21.3 mg, 0.02606 mmol) in 2-propanol (1.4 mL) is added 1M aqueous NaHCO3 (1.3 mL, 1.3 mmol). The reaction mixture is heated at 80° C. for 1... The reactants are CON(C(CC1=CC(=CC=C1)COC)=O)C (N-methoxy-N-methyl-(3-methoxymethylphenyl)acetic acid amide), CP(OC)(OC)=O (dimethyl methylphosphonate), C(CCC)[Li] (n-butyllithium), C(C)(=O)O (acetic acid). Run in C1(=CC=CC=C1)C (toluene), O (water), C1(=CC=CC=C1)C (toluene). Reaction conditions: time 1 hour. Yields the product COCC=1C=C(C=CC1)CC(CP(OC)(OC)=O)=O (Dimethyl 3-(3-Methoxymethylphenyl)-2-oxopropylphosphonate). The yield is 80.5%. RXN SMILES: [CH3:1][P:2](=[O:7])([O:5][CH3:6])[O:3][CH3:4].C([Li])CCC.CON(C)[C:16](=[O:27])[CH2:17][C:18]1[CH:23]=[CH:22][CH:21]=[C:20]([CH2:24][O:25][CH3:26])[CH:19]=1.C(O)(=O)C>C1(C)C=CC=CC=1.O>[CH3:26][O:25][CH2:24][C:20]1[CH:19]=[C:18]([CH2:17][C:16](=[O:27])[CH2:1][P:2](=[O:7])([O:5][CH3:6])[O:3][CH3:4])[CH:23]=[CH:22][CH:21]=1. Reported procedure: Under an atmosphere of argon gas, a solution of dimethyl methylphosphonate (DMMP; 147 g) in anhydrous toluene (1500 ml) was cooled to −74° C. Thereto, n-butyllithium (714 ml; 1.52 M in hexane) was added for 1 hour. The mixture was stirred for 1 hour. Thereto, a solution of N-methoxy-N-methyl-(3-methoxymethylphenyl)acetic acid amide (200 g; prepared in Reference Example 20) in anhydrous toluene (400 ml) was added for 30 minutes. In addition, the mixture was stirred for 2 hours. Thereto, acetic ac... Starting materials: COC(=O)C=1C=NC=C(C1)OC1=CC2=C(N(C(=N2)NC2=CC=C(C=C2)Br)C)C=C1 (methyl5-{2-[(4-bromophenyl)amino]-1-methylbenzimidazol-5-yloxy}pyridine-3-carboxylate), CN (methylamine). The product is BrC1=CC=C(C=C1)NC1=NC2=C(N1C)C=CC(=C2)OC=2C=C(C=NC2)C(=O)NC ((5-{2-[(4-bromophenyl)amino]-1-methylbenzimidazol-5-yloxy)-(3-pyridyl))-N-methylcarboxamide). RXN SMILES: CO[C:3]([C:5]1[CH:6]=[N:7][CH:8]=[C:9]([O:11][C:12]2[CH:29]=[CH:28][C:15]3[N:16]([CH3:27])[C:17]([NH:19][C:20]4[CH:25]=[CH:24][C:23]([Br:26])=[CH:22][CH:21]=4)=[N:18][C:14]=3[CH:13]=2)[CH:10]=1)=[O:4].[CH3:30][NH2:31]>>[Br:26][C:23]1[CH:22]=[CH:21][C:20]([NH:19][C:17]2[N:16]([CH3:27])[C:15]3[CH:28]=[CH:29][C:12]([O:11][C:9]4[CH:10]=[C:5]([C:3]([NH:31][CH3:30])=[O:4])[CH:6]=[N:7][CH:8]=4)=[CH:13][C:14]=3[N:18]=2)=[CH:25][CH:24]=1. Procedure details: To a solution of methyl5-{2-[(4-bromophenyl)amino]-1-methylbenzimidazol-5-yloxy}pyridine-3-carboxylate in added methylamine and the resulting mixture was stirred at ambient temperature for 16 h. It was then concentrated and purified by preparative chromatography to yield (5-{2-[(4-bromophenyl)amino]-1-methylbenzimidazol-5-yloxy)-(3-pyridyl))-N-methylcarboxamide. MS: MH+=452.